Dataset: the Open Reaction Database (ORD), a public repository of structured organic reaction records. Task: describe an organic reaction: reactants, conditions, products, and yield Starting materials: CN1CCCC1=O, Cl, Nc1cc(Cl)ccn1, Nc1ccc2c(ccn2C(=O)Nc2ccccc2)c1, c1ccncc1. Product: Nc1cc(Nc2ccc3c(ccn3C(=O)Nc3ccccc3)c2)ccn1. As a reaction SMILES: [CH3:35][N:36]1[CH2:37][CH2:38][CH2:39][C:40]1=[O:41].[ClH:9].[NH2:1][c:2]1[n:3][cH:4][cH:5][c:6]([Cl:8])[cH:7]1.[c:16]1([NH:22][C:23](=[O:24])[n:25]2[cH:26][cH:27][c:28]3[cH:29][c:30]([NH2:34])[cH:31][cH:32][c:33]23)[cH:17][cH:18][cH:19][cH:20][cH:21]1.[n:10]1[cH:11][cH:12][cH:13][cH:14][cH:15]1>>[NH2:1][c:2]1[n:3][cH:4][cH:5][c:6]([NH:34][c:30]2[cH:29][c:28]3[cH:27][cH:26][n:25]([C:23]([NH:22][c:16]4[cH:17][cH:18][cH:19][cH:20][cH:21]4)=[O:24])[c:33]3[cH:32][cH:31]2)[cH:7]1. Starting materials: BrC=1SC=C(N1)Br (2,4-dibromothiazole), Cl.C12CNCC2C1 (3-azabicyclo[3.1.0]hexane hydrochloride), CCN(C(C)C)C(C)C (DIPEA). The solvent is CN(C)C=O (DMF). Reaction conditions: temperature 80 celsius, time 18 hour. Yields the product C12CN(CC2C1)C=1SC=C(N1)Br (2-(3-azabicyclo[3.1.0]hexan-3-yl)-4-bromothiazole). Isolated yield 58.5%. Reaction SMILES: Br[C:2]1[S:3][CH:4]=[C:5]([Br:7])[N:6]=1.Cl.[CH:9]12[CH2:14][CH:13]1[CH2:12][NH:11][CH2:10]2.CCN(C(C)C)C(C)C>CN(C=O)C>[CH:9]12[CH2:14][CH:13]1[CH2:12][N:11]([C:2]1[S:3][CH:4]=[C:5]([Br:7])[N:6]=1)[CH2:10]2 |f:1.2|. Reported procedure: To a stirred solution of 2,4-dibromothiazole (0.5 g. 2.06 mmol) in DMF (15 ml) were added 3-azabicyclo[3.1.0]hexane hydrochloride (prepared according to the procedure given in Bioorganic and Medicinal Chemistry Letters, 2005, 15, 2093-2096, 0.27 g, 2.26 mmol) and DIPEA (0.80 g, 1.0 ml, 6.17 mmol) under a stream of nitrogen. The reaction was then stirred at 80° C. for 18 hrs; the progress of reaction was monitored by TLC. The reaction was quenched with cold water (20 ml) and extracted with ethyl ... Starting materials: O=C(c1ncc[nH]1)c1ncc[nH]1, CCOC(C)=O, O=C(O)c1[nH]c2ccc(Cl)cc2c1S(=O)(=O)c1ccccc1, NCCc1c[nH]cn1, O. Yields the product O=C(NCCc1c[nH]cn1)c1[nH]c2ccc(Cl)cc2c1S(=O)(=O)c1ccccc1. RXN SMILES: [C:1]([c:2]1[nH:3][cH:4][cH:5][n:6]1)([c:7]1[nH:8][cH:9][cH:10][n:11]1)=[O:12].[CH3:43][CH2:44][O:45][C:46](=[O:47])[CH3:48].[Cl:13][c:14]1[cH:15][c:16]2[c:17]([S:26](=[O:27])(=[O:28])[c:29]3[cH:30][cH:31][cH:32][cH:33][cH:34]3)[c:18]([C:23](=[O:24])[OH:25])[nH:19][c:20]2[cH:21][cH:22]1.[NH2:35][CH2:36][CH2:37][c:38]1[cH:39][nH:40][cH:41][n:42]1.[OH2:49]>>[Cl:13][c:14]1[cH:15][c:16]2[c:17]([S:26](=[O:27])(=[O:28])[c:29]3[cH:30][cH:31][cH:32][cH:33][cH:34]3)[c:18]([C:23](=[O:24])[NH:35][CH2:36][CH2:37][c:38]3[cH:39][nH:40][cH:41][n:42]3)[nH:19][c:20]2[cH:21][cH:22]1. The reactants are C(=O)C=1C(=C(C(=NC1)C)OCC1=CC=C(C#N)C=C1)C (4-(5-Formyl-2,4-dimethyl-pyridin-3-yloxymethyl)-benzonitrile), NC1=CC=C(C=C1)C1=CC=C(C=C1)C#N (4-amino-4′-cyanobiphenyl), O.C1(=CC=C(C=C1)S(=O)(=O)O)C (p-toluenesulfonic acid monohydrate), [BH4-].[Na+] (sodium borohydride). Solvent: C1=CC=CC=C1 (benzene). Conditions: time 2 hour. The product is C(#N)C1=CC=C(COC=2C(=C(C=NC2C)CNC2=CC=C(C=C2)C2=CC=C(C=C2)C#N)C)C=C1 (4′-{[5-(4-cyano-benzyloxy)-4,6-dimethyl-pyridin-3-ylmethyl]-amino}-biphenyl-4-carbonitrile). Yield: 39.9%. Reaction SMILES: [CH:1]([C:3]1[C:4]([CH3:20])=[C:5]([O:10][CH2:11][C:12]2[CH:19]=[CH:18][C:15]([C:16]#[N:17])=[CH:14][CH:13]=2)[C:6]([CH3:9])=[N:7][CH:8]=1)=O.[NH2:21][C:22]1[CH:27]=[CH:26][C:25]([C:28]2[CH:33]=[CH:32][C:31]([C:34]#[N:35])=[CH:30][CH:29]=2)=[CH:24][CH:23]=1.O.C1(C)C=CC(S(O)(=O)=O)=CC=1.[BH4-].[Na+]>C1C=CC=CC=1>[C:16]([C:15]1[CH:18]=[CH:19][C:12]([CH2:11][O:10][C:5]2[C:4]([CH3:20])=[C:3]([CH2:1][NH:21][C:22]3[CH:23]=[CH:24][C:25]([C:28]4[CH:33]=[CH:32][C:31]([C:34]#[N:35])=[CH:30][CH:29]=4)=[CH:26][CH:27]=3)[CH:8]=[N:7][C:6]=2[CH3:9])=[CH:13][CH:14]=1)#[N:17] |f:2.3,4.5|. Procedure details: A mixture of 4-(5-formyl-2,4-dimethyl-pyridin-3-yloxymethyl)-benzonitrile (23) (0.40 g, 1.5 mmol), 4-amino-4′-cyanobiphenyl (0.35 g, 1.8 mmol) and p-toluenesulfonic acid monohydrate (0.08 g, 0.45 mmol) was heated at 100° C. in benzene (15 mL) under nitrogen atmosphere with a Dean-Stark condenser for 18 hours. The solvent mixture was then evaporated and the crude product dissolved in methyl alcohol (20 mL), and to the solution was added sodium borohydride (0.56 g, 15 mmol). The reaction mixture w...